describe an organic reaction: reactants, conditions, products, and yield From a dataset of the Open Reaction Database (ORD), a public repository of structured organic reaction records. The reactants are IC1=CN=C2N1C=CC(=C2)C=2N=NC=CN2 (3-Iodo-7-[1,2,4]triazin-3-yl-imidazo[1,2-a]pyridine), CC1(OB(OC1(C)C)C=1C=C(C=CC1)NC(=O)NCC(F)(F)F)C (1-[3-(4,4,5,5-tetramethyl-[1,3,2]dioxaborolan-2-yl)-phenyl]-3-(2,2,2-trifluoro-ethyl)-urea). Product: N1=NC(=NC=C1)C1=CC=2N(C=C1)C(=CN2)C=2C=C(C=CC2)NC(=O)NCC(F)(F)F (1-[3-(7-[1,2,4]Triazin-3-yl-imidazo[1,2-a]pyridin-3-yl)-phenyl]-3-(2,2,2-trifluoro-ethyl)-urea). Reaction SMILES: I[C:2]1[N:6]2[CH:7]=[CH:8][C:9]([C:11]3[N:12]=[N:13][CH:14]=[CH:15][N:16]=3)=[CH:10][C:5]2=[N:4][CH:3]=1.CC1(C)C(C)(C)OB([C:25]2[CH:26]=[C:27]([NH:31][C:32]([NH:34][CH2:35][C:36]([F:39])([F:38])[F:37])=[O:33])[CH:28]=[CH:29][CH:30]=2)O1>>[N:13]1[CH:14]=[CH:15][N:16]=[C:11]([C:9]2[CH:8]=[CH:7][N:6]3[C:2]([C:29]4[CH:28]=[C:27]([NH:31][C:32]([NH:34][CH2:35][C:36]([F:37])([F:38])[F:39])=[O:33])[CH:26]=[CH:25][CH:30]=4)=[CH:3][N:4]=[C:5]3[CH:10]=2)[N:12]=1. Reported procedure: 3-Iodo-7-[1,2,4]triazin-3-yl-imidazo[1,2-a]pyridine (96 mg, 0.3 mmol) and 1-[3-(4,4,5,5-tetramethyl-[1,3,2]dioxaborolan-2-yl)-phenyl]-3-(2,2,2-trifluoro-ethyl)-urea were coupled according to procedure D4 to furnish the title compound as a yellow solid (39 mg). 1H NMR (400 MHz, Me-d3-OD & CDCl3): 9.26 (1H, d), 8.91-8.80 (2H, m), 8.67 (1H, d), 8.16-8.04 (2H, m), 7.85 (2H, d), 7.48 (1H, t), 7.39 (1H, d), 7.30 (1H, d), 3.91 (2H, q). MS: [M+H]+414